Dataset: the Open Reaction Database (ORD), a public repository of structured organic reaction records. Task: describe an organic reaction: reactants, conditions, products, and yield The reactants are CN(/C=C/C(=O)C1=NN(C=CC1=O)C=1C=C(C=CC1)S(=O)(=O)N(C)C)C (3-[3-((E)-3-Dimethylamino-acryloyl)-4-oxo-4H-pyridazin-1-yl]-N,N-dimethyl-benzenesulfonamide), FC1=C(C=C(C=C1)F)NN (2,5-difluoro-phenylhydrazine). The product is FC1=C(C=C(C=C1)F)N1N=CC=C1C1=NN(C=CC1=O)C=1C=C(C=CC1)S(=O)(=O)N(C)C (3-{3-[2-(2,5-Difluoro-phenyl)-2H-pyrazol-3-yl]-4-oxo-4H-pyridazin-1-yl}-N,N-dimethyl-benzenesulfonamide). As a reaction SMILES: C[N:2](C)/[CH:3]=[CH:4]/[C:5]([C:7]1[C:12](=[O:13])[CH:11]=[CH:10][N:9]([C:14]2[CH:15]=[C:16]([S:20]([N:23]([CH3:25])[CH3:24])(=[O:22])=[O:21])[CH:17]=[CH:18][CH:19]=2)[N:8]=1)=O.[F:27][C:28]1[CH:33]=[CH:32][C:31]([F:34])=[CH:30][C:29]=1[NH:35]N>>[F:27][C:28]1[CH:33]=[CH:32][C:31]([F:34])=[CH:30][C:29]=1[N:35]1[C:5]([C:7]2[C:12](=[O:13])[CH:11]=[CH:10][N:9]([C:14]3[CH:15]=[C:16]([S:20]([N:23]([CH3:24])[CH3:25])(=[O:21])=[O:22])[CH:17]=[CH:18][CH:19]=3)[N:8]=2)=[CH:4][CH:3]=[N:2]1. Procedure details: The product was obtained starting from 3-[3-((E)-3-Dimethylamino-acryloyl)-4-oxo-4H-pyridazin-1-yl]-N,N-dimethyl-benzenesulfonamide (A-12) and 2,5-difluoro-phenylhydrazine according to the method described for example 91. MS: M=458.2 (M+H)+ Reaction SMILES: Br[C:2]1[CH:7]=[CH:6][C:5]([C:8]([CH3:11])([CH3:10])[CH3:9])=[CH:4][CH:3]=1.C([Li])CCC.[CH3:17][CH:18]1[CH2:22][CH2:21][CH2:20][C:19]1=O.Cl>C(OCC)C.CCCCCC>[CH3:17][C:18]1[CH2:22][CH:21]=[C:20]([C:2]2[CH:7]=[CH:6][C:5]([C:8]([CH3:11])([CH3:10])[CH3:9])=[CH:4][CH:3]=2)[CH:19]=1. Starting materials: CC1C(CCC1)=O (3-methyl-2-cyclopentanone), C(CCC)[Li] (n-butyllithium), Cl (hydrochloric acid), BrC1=CC=C(C=C1)C(C)(C)C (1-Bromo-4-t-butylbenzene), resultant solution. Reported procedure: 1-Bromo-4-t-butylbenzene (18 mL, 104 mmol) was dissolved in diethyl ether (100 mL) and added dropwise at −30° C. with a solution (66 mL, 104 mmol, 1.57 N) of n-butyllithium in hexane. The resultant solution was warmed to room temperature, stirred night and day and added dropwise at −20° C. to a solution of 3-methyl-2-cyclopentanone (10 g, 104 mmol) in diethyl ether (10 mL). Immediately after dropwise addition, the solution was warmed to room temperature and stirred for 3 hours. After termination... Yield: 69.3%. Solvent: C(C)OCC (diethyl ether), CCCCCC (hexane), C(C)OCC (diethyl ether). The product is CC1=CC(=CC1)C1=CC=C(C=C1)C(C)(C)C (1-methyl-3-(4-t-butylphenyl)-cyclopentadiene).